This data is from the Open Reaction Database (ORD), a public repository of structured organic reaction records. The task is: describe an organic reaction: reactants, conditions, products, and yield Conditions: temperature 70 celsius, time 3.5 hour. Starting materials: C(CCCCC)=O (hexanal), C(C)(=O)O[BH-](OC(C)=O)OC(C)=O.[Na+] (sodium triacetoxyborohydride), C(CCC)C1=CC=C(C=C1)C#CC1=CC=C(CNC=2C=CC(=C(C(=O)OC)C2)F)C=C1 (methyl 5-({4-[(4-butylphenyl)ethynyl]benzyl}amino)-2-fluorobenzoate). RXN SMILES: [CH2:1]([C:5]1[CH:10]=[CH:9][C:8]([C:11]#[C:12][C:13]2[CH:31]=[CH:30][C:16]([CH2:17][NH:18][C:19]3[CH:20]=[CH:21][C:22]([F:29])=[C:23]([CH:28]=3)[C:24]([O:26][CH3:27])=[O:25])=[CH:15][CH:14]=2)=[CH:7][CH:6]=1)[CH2:2][CH2:3][CH3:4].[CH:32](=O)[CH2:33][CH2:34][CH2:35][CH2:36][CH3:37].C(O[BH-](OC(=O)C)OC(=O)C)(=O)C.[Na+]>ClCCCl.O>[CH2:1]([C:5]1[CH:6]=[CH:7][C:8]([C:11]#[C:12][C:13]2[CH:14]=[CH:15][C:16]([CH2:17][N:18]([CH2:32][CH2:33][CH2:34][CH2:35][CH2:36][CH3:37])[C:19]3[CH:20]=[CH:21][C:22]([F:29])=[C:23]([CH:28]=3)[C:24]([O:26][CH3:27])=[O:25])=[CH:30][CH:31]=2)=[CH:9][CH:10]=1)[CH2:2][CH2:3][CH3:4] |f:2.3|. Isolated yield 76.7%. Product: C(CCC)C1=CC=C(C=C1)C#CC1=CC=C(CN(C=2C=CC(=C(C(=O)OC)C2)F)CCCCCC)C=C1 (methyl 5-[{4-[(4-butylphenyl)ethynyl]benzyl}(hexyl)amino]-2-fluorobenzoate). Procedure details: To a suspension of methyl 5-({4-[(4-butylphenyl)ethynyl]benzyl}amino)-2-fluorobenzoate (500 mg, 1.20 mmol) in anhydrous DCE (8 mL) were added hexanal (0.25 mL, 2.07 mmol) and sodium triacetoxyborohydride (825 mg, 3.89 mmol). The reaction mixture was stirred at 70° C. for 3.5 hrs. Then the reaction mixture was diluted with water (10 mL) and extracted with DCM (2×10 mL). The combined organic layers were dried over MgSO4 and the solvents were removed under reduced pressure. Purification by flash ch... The solvent is O (water), ClCCCl (DCE). Starting materials: CC1CCNCC1 (4-methylpiperidine), ClC=1C=C(C=CC1CCl)NC(COC1=C(C=C(C=C1)C(F)(F)F)Cl)=O (N-(3-chloro-4-chloromethyl-phenyl)-2-(2-chloro-4-trifluoromethyl-phenoxy)-acetamide). The solvent is C1CCOC1 (THF). Product: ClC=1C=C(C=CC1CN1CCC(CC1)C)NC(COC1=C(C=C(C=C1)C(F)(F)F)Cl)=O (N-[3-chloro-4-(4-methyl-piperidin-1-ylmethyl)-phenyl]-2-(2-chloro-4-trifluoromethyl-phenoxy)-acetamide). Reaction SMILES: [CH3:1][CH:2]1[CH2:7][CH2:6][NH:5][CH2:4][CH2:3]1.[Cl:8][C:9]1[CH:10]=[C:11]([NH:17][C:18](=[O:32])[CH2:19][O:20][C:21]2[CH:26]=[CH:25][C:24]([C:27]([F:30])([F:29])[F:28])=[CH:23][C:22]=2[Cl:31])[CH:12]=[CH:13][C:14]=1[CH2:15]Cl>C1COCC1>[Cl:8][C:9]1[CH:10]=[C:11]([NH:17][C:18](=[O:32])[CH2:19][O:20][C:21]2[CH:26]=[CH:25][C:24]([C:27]([F:29])([F:30])[F:28])=[CH:23][C:22]=2[Cl:31])[CH:12]=[CH:13][C:14]=1[CH2:15][N:5]1[CH2:6][CH2:7][CH:2]([CH3:1])[CH2:3][CH2:4]1. Procedure details: 0.24 mL (2.000 mmol) 4-methylpiperidine was added to a solution of 0.206 g (0.500 mmol) N-(3-chloro-4-chloromethyl-phenyl)-2-(2-chloro-4-trifluoromethyl-phenoxy)-acetamide (Z32b) in 5 mL abs. THF and the mixture was refluxed for 2 h. The reaction mixture was poured onto ice water, the precipitate was filtered off, washed with water and dried in a HV. Reactants: CC1CN(CC(O1)C)CC(CC1CC2CCCCC2CC1)C (1-(2,6-dimethylmorpholin-4-yl)-2-methyl-3-(decahydronaphth-2-yl)-propane), S1(=O)(=O)NC(=O)C2=CC=CC=C12 (saccharine). The solvent is CC(=O)C (acetone). Reaction conditions: time 15 minute. Product: S1(=O)(=O)NC(=O)C2=CC=CC=C12.CC1CN(CC(O1)C)CC(CC1CC2CCCCC2CC1)C (1-(2,6-dimethylmorpholin-4-yl)-2-methyl-3-(decahydronaphth-2-yl)-propane saccharine salt). Yield: 101.9%. As a reaction SMILES: [CH3:1][CH:2]1[O:7][CH:6]([CH3:8])[CH2:5][N:4]([CH2:9][CH:10]([CH3:22])[CH2:11][CH:12]2[CH2:21][CH2:20][CH:19]3[CH:14]([CH2:15][CH2:16][CH2:17][CH2:18]3)[CH2:13]2)[CH2:3]1.[S:23]1([C:34]2[C:29](=[CH:30][CH:31]=[CH:32][CH:33]=2)[C:27](=[O:28])[NH:26]1)(=[O:25])=[O:24]>CC(C)=O>[S:23]1([C:34]2[C:29](=[CH:30][CH:31]=[CH:32][CH:33]=2)[C:27](=[O:28])[NH:26]1)(=[O:24])=[O:25].[CH3:8][CH:6]1[O:7][CH:2]([CH3:1])[CH2:3][N:4]([CH2:9][CH:10]([CH3:22])[CH2:11][CH:12]2[CH2:21][CH2:20][CH:19]3[CH:14]([CH2:15][CH2:16][CH2:17][CH2:18]3)[CH2:13]2)[CH2:5]1 |f:3.4|. Procedure: 4.5 g (0.014 mol) of 1-(2,6-dimethylmorpholin-4-yl)-2-methyl-3-(decahydronaphth-2-yl)-propane and 2.58 g (0.014 mol) of saccharine are dissolved together in 80 ml of acetone and the solution is stirred at room temperature for 15 minutes. After the solvent has been evaporated off, 7 g (100% of theory) of 1-(2,6-dimethylmorpholin-4-yl)-2-methyl-3-(decahydronaphth-2-yl)-propane saccharine salt are obtained as an amorphous solid. Starting materials: C(#N)CCN(CCC#N)CCCCCC (N,N-bis(2-cyanoethyl)hexylamine), [H][H] (hydrogen), [H][H] (hydrogen). The solvent is O1CCOCC1 (1,4-dioxane). The product is NCCCN(CCCN)CCCCCC (N,N-bis(3-aminopropyl)hexylamine). Isolated yield 100.6%. RXN SMILES: [C:1]([CH2:3][CH2:4][N:5]([CH2:10][CH2:11][CH2:12][CH2:13][CH2:14][CH3:15])[CH2:6][CH2:7][C:8]#[N:9])#[N:2].[H][H]>O1CCOCC1>[NH2:2][CH2:1][CH2:3][CH2:4][N:5]([CH2:10][CH2:11][CH2:12][CH2:13][CH2:14][CH3:15])[CH2:6][CH2:7][CH2:8][NH2:9]. Procedure: 31.0 g of N,N-bis(2-cyanoethyl)hexylamine, 4.65 g of RaneyCo, 150 ml of 1,4-dioxane was charged to an autoclave, and hydrogen addition reaction was carried out by supplying hydrogen at an initial pressure of 9.1 MPa at 110° C. for 2 hours. After removing a catalyst by filtration, the obtained filtrate was concentrated and dried to obtain 32.4 g of a target compound as a pale red oily product. Starting materials: NC1=CC=C2C3C(COC2=C1C(=O)OC)C3 (Methyl (1aRS,7bSR)-5-amino-1,1a,2,7b-tetrahydrocyclopropa[c]chromene-4-carboxylate), NC1=CC=C2C3C(COC2=C1C(=O)OC)C3 (Methyl (1aRS,7bSR)-5-amino-1,1a,2,7b-tetrahydrocyclopropa[c]chromene-4-carboxylate), C(C)N1C[C@@H](CC1)CC1=C(C=CC(=C1)F)S(=O)(=O)Cl (2-((R)-1-ethylpyrrolidin-3-ylmethyl)-4-fluorobenzenesulfonyl chloride), C(C)N1C[C@@H](CC1)CC1=C(C=CC(=C1)F)S(=O)(=O)Cl (2-((R)-1-ethylpyrrolidin-3-ylmethyl)-4-fluorobenzenesulfonyl chloride). Solvent: C(Cl)Cl (DCM), N1=CC=CC=C1 (pyridine), C(Cl)Cl (DCM). Run at time 8 hour. Yields the product C(C)N1C[C@@H](CC1)CC1=C(C=CC(=C1)F)S(=O)(=O)NC1=CC=C2[C@H]3[C@@H](COC2=C1C(=O)OC)C3 (methyl (1aS,7bR)-5-[2-((R)-1-ethylpyrrolidin-3-ylmethyl)-4-fluorobenzenesulfonylamino]-1,1a,2,7b-tetrahydrocyclopropa[c]chromene-4-carboxylate). Isolated yield 22.7%. RXN SMILES: [NH2:1][C:2]1[C:11]([C:12]([O:14][CH3:15])=[O:13])=[C:10]2[C:5]([CH:6]3[CH2:16][CH:7]3[CH2:8][O:9]2)=[CH:4][CH:3]=1.[CH2:17]([N:19]1[CH2:23][CH2:22][C@@H:21]([CH2:24][C:25]2[CH:30]=[C:29]([F:31])[CH:28]=[CH:27][C:26]=2[S:32](Cl)(=[O:34])=[O:33])[CH2:20]1)[CH3:18]>C(Cl)Cl.N1C=CC=CC=1>[CH2:17]([N:19]1[CH2:23][CH2:22][C@@H:21]([CH2:24][C:25]2[CH:30]=[C:29]([F:31])[CH:28]=[CH:27][C:26]=2[S:32]([NH:1][C:2]2[C:11]([C:12]([O:14][CH3:15])=[O:13])=[C:10]3[C:5]([C@@H:6]4[CH2:16][C@@H:7]4[CH2:8][O:9]3)=[CH:4][CH:3]=2)(=[O:33])=[O:34])[CH2:20]1)[CH3:18]. Reported procedure: A solution of methyl (1aRS,7bSR)-5-amino-1,1a,2,7b-tetrahydrocyclopropa[c]chromene-4-carboxylate (Intermediate 42, 0.257 g) in DCM (10 mL) and pyridine (5 mL) was treated with a solution of 2-((R)-1-ethylpyrrolidin-3-ylmethyl)-4-fluorobenzenesulfonyl chloride (Intermediate 96, 0.36 g) in DCM (10 mL) and the mixture was stirred at room temperature overnight. The resultant mixture was evaporated to dryness and the residue was re-dissolved in DCM, washed with water, dried (MgSO4) and filtered. The ... The product is FC1=C(C=O)C=CC=C1I (2-Fluoro-3-iodobenzaldehyde). Reagents/catalysts: [O-2].[Mn+4].[O-2] (Manganese (IV) oxide). As a reaction SMILES: [F:1][C:2]1[C:7]([I:8])=[CH:6][CH:5]=[CH:4][C:3]=1[CH2:9][OH:10]>ClCCl.[O-2].[Mn+4].[O-2]>[F:1][C:2]1[C:7]([I:8])=[CH:6][CH:5]=[CH:4][C:3]=1[CH:9]=[O:10] |f:2.3.4|. Procedure: Manganese (IV) oxide (15.40 g, 177 mmol) was added portionwise to a stirred solution of (2-fluoro-3-iodophenyl)methanol (preparation 22c, 4.03 g, 16 mmol) in dichloromethane (140 mL) and the mixture was stirred at 50° C. After 3 hours, the mixture was filtered through Celite® and the solvent was evaporated to give the title compound (2.10 g, 53%) as a white solid. Solvent: ClCCl (dichloromethane). The reactants are FC1=C(C=CC=C1I)CO ((2-fluoro-3-iodophenyl)methanol). Yield: 52.5%. Reaction conditions: temperature 50 celsius, time 3 hour. Starting materials: C(C)OC(=O)N1CC(C2=NC=3C=CC=CC3C(=C2CC1)C)O (5-hydroxy-1,2,4,5-tetrahydro-11methyl-3-azepino[4,5-b]quinoline-carboxylic acid ethyl ester), S(=O)(Cl)Cl (thionyl chloride). Product: C(C)OC(=O)N1CC(C2=NC=3C=CC=CC3C(=C2CC1)C)Cl (5-Chloro-1,2,4,5-tetrahydro-11-methyl-3-azepino[4,5-b]quinoline-carboxylic acid ethyl ester). Reaction SMILES: [CH2:1]([O:3][C:4]([N:6]1[CH2:20][CH2:19][C:18]2[C:9](=[N:10][C:11]3[CH:12]=[CH:13][CH:14]=[CH:15][C:16]=3[C:17]=2[CH3:21])[CH:8](O)[CH2:7]1)=[O:5])[CH3:2].S(Cl)([Cl:25])=O>>[CH2:1]([O:3][C:4]([N:6]1[CH2:20][CH2:19][C:18]2[C:9](=[N:10][C:11]3[CH:12]=[CH:13][CH:14]=[CH:15][C:16]=3[C:17]=2[CH3:21])[CH:8]([Cl:25])[CH2:7]1)=[O:5])[CH3:2]. Procedure: 1 gm (3.3 millimols) of 5-hydroxy-1,2,4,5-tetrahydro-11methyl-3-azepino[4,5-b]quinoline-carboxylic acid ethyl ester was stirred for 2 hours with 20 ml of thionyl chloride at room temperature. The excess thionyl chloride was then distilled off in vacuo, the residue was dissolved in chloroform, the solution was dried with sodium sulfate, and the solvent was distilled off. After purification of the residue on a silicagel column with benzene/ethyl acetate (8:2) as the eluant, the yield was 0.55 gm (... Reactants: solid, Cl.Cl.Cl.O1CCC=2C1=C(N=CC2)N2CCN(CC2)CC[C@@H]2CC[C@H](CC2)N (trans-4-{2-[4-(2,3-dihydro-furo[2,3-c]pyridin-7-yl)-piperazin-1-yl]-ethyl}-cyclohexylamine trihydrochloride), Cl.Cl.Cl.O1CCC=2C1=C(N=CC2)N2CCN(CC2)CC[C@@H]2CC[C@H](CC2)N (trans-4-{2-[4-(2,3-dihydro-furo[2,3-c]pyridin-7-yl)-piperazin-1-yl]-ethyl}-cyclohexylamine trihydrochloride), FC(CC(=O)O)(F)F (3,3,3-trifluoropropanoic acid). Product: O1CCC=2C1=C(N=CC2)N2CCN(CC2)CC[C@@H]2CC[C@H](CC2)NC(CC(F)(F)F)=O (trans-N-(4-{2-[4-(2,3-Dihydro-furo[2,3-c]pyridin-7-yl)-piperazin-1-yl]-ethyl}-cyclohexyl)-3,3,3-trifluoro-propionamide). RXN SMILES: Cl.Cl.Cl.[O:4]1[C:8]2=[C:9]([N:13]3[CH2:18][CH2:17][N:16]([CH2:19][CH2:20][C@H:21]4[CH2:26][CH2:25][C@H:24]([NH2:27])[CH2:23][CH2:22]4)[CH2:15][CH2:14]3)[N:10]=[CH:11][CH:12]=[C:7]2[CH2:6][CH2:5]1.[F:28][C:29]([F:35])([F:34])[CH2:30][C:31](O)=[O:32]>>[O:4]1[C:8]2=[C:9]([N:13]3[CH2:18][CH2:17][N:16]([CH2:19][CH2:20][C@H:21]4[CH2:26][CH2:25][C@H:24]([NH:27][C:31](=[O:32])[CH2:30][C:29]([F:35])([F:34])[F:28])[CH2:23][CH2:22]4)[CH2:15][CH2:14]3)[N:10]=[CH:11][CH:12]=[C:7]2[CH2:6][CH2:5]1 |f:0.1.2.3|. Reported procedure: The title compound, white solid (49 mg, 70%), MS (ISP) m/z=441.4 [(M+H)+], mp 216.5° C., was prepared in accordance with the general method of example 6 from trans-4-{2-[4-(2,3-dihydro-furo[2,3-c]pyridin-7-yl)-piperazin-1-yl]-ethyl}-cyclohexylamine trihydrochloride (intermediate B) (70.4 mg, 0.16 mmol) 3,3,3-trifluoropropanoic acid. The product is CN(C)CCOc1c2[nH]c3ccc(F)cc3c2c(Br)c2c1[nH]c1ccc(F)cc12. RXN SMILES: [Br:29][Br:30].[Cl:31][CH2:32][Cl:33].[F:1][c:2]1[cH:3][c:4]2[c:5]3[cH:6][c:7]4[c:8]([c:9]([O:15][CH2:16][CH2:17][N:18]([CH3:19])[CH3:20])[c:10]3[nH:11][c:12]2[cH:13][cH:14]1)[nH:21][c:22]1[cH:23][cH:24][c:25]([F:28])[cH:26][c:27]41.[O:34]=[CH:35][N:36]([CH3:37])[CH3:38]>>[F:1][c:2]1[cH:3][c:4]2[c:5]3[c:6]([Br:29])[c:7]4[c:8]([c:9]([O:15][CH2:16][CH2:17][N:18]([CH3:19])[CH3:20])[c:10]3[nH:11][c:12]2[cH:13][cH:14]1)[nH:21][c:22]1[cH:23][cH:24][c:25]([F:28])[cH:26][c:27]41. Starting materials: BrBr, ClCCl, CN(C)CCOc1c2[nH]c3ccc(F)cc3c2cc2c1[nH]c1ccc(F)cc12, CN(C)C=O. Starting materials: C1CCOC1, N#Cc1cnc(Cl)s1, [H-], CN1CCN(Cc2ccnc(N)c2Cl)CCC1=O, [Na+]. Yields the product CN1CCN(Cc2ccnc(Nc3ncc(C#N)s3)c2Cl)CCC1=O. Reaction SMILES: [CH2:29]1[O:30][CH2:31][CH2:32][CH2:33]1.[Cl:21][c:22]1[s:23][c:24]([C:27]#[N:28])[cH:25][n:26]1.[H-:2].[NH2:3][c:4]1[n:5][cH:6][cH:7][c:8]([CH2:11][N:12]2[CH2:13][CH2:14][N:15]([CH3:20])[C:16](=[O:19])[CH2:17][CH2:18]2)[c:9]1[Cl:10].[Na+:1]>>[NH:3]([c:4]1[n:5][cH:6][cH:7][c:8]([CH2:11][N:12]2[CH2:13][CH2:14][N:15]([CH3:20])[C:16](=[O:19])[CH2:17][CH2:18]2)[c:9]1[Cl:10])[c:22]1[s:23][c:24]([C:27]#[N:28])[cH:25][n:26]1.